This data is from the Open Reaction Database (ORD), a public repository of structured organic reaction records. The task is: describe an organic reaction: reactants, conditions, products, and yield The reactants are BrB(Br)Br, COc1ccc2ccnc(N)c2c1, ClCCl, N. Product: Nc1nccc2ccc(O)cc12. As a reaction SMILES: [B:1]([Br:2])([Br:3])[Br:4].[CH3:5][O:6][c:7]1[cH:8][cH:9][c:10]2[cH:11][cH:12][n:13][c:14]([NH2:17])[c:15]2[cH:16]1.[Cl:19][CH2:20][Cl:21].[NH3:18]>>[OH:6][c:7]1[cH:8][cH:9][c:10]2[cH:11][cH:12][n:13][c:14]([NH2:17])[c:15]2[cH:16]1.